The task is: describe an organic reaction: reactants, conditions, products, and yield. This data is from the Open Reaction Database (ORD), a public repository of structured organic reaction records. Starting materials: ClC1=NC=CC(=C1)OC1=C(C#N)C=C(C=C1)C=O (2-((2-chloropyridin-4-yl)oxy)-5-formylbenzonitrile), C(#N)[Zn]C#N (dicyanozinc). Reagents/catalysts: C=1C=CC(=CC1)[P](C=2C=CC=CC2)(C=3C=CC=CC3)[Pd]([P](C=4C=CC=CC4)(C=5C=CC=CC5)C=6C=CC=CC6)([P](C=7C=CC=CC7)(C=8C=CC=CC8)C=9C=CC=CC9)[P](C=1C=CC=CC1)(C=1C=CC=CC1)C=1C=CC=CC1 (tetrakis(triphenylphosphine)palladium(0)). Solvent: CN(C(C)=O)C (N,N-dimethylacetamide). Yields the product C(#N)C1=C(OC2=CC(=NC=C2)C#N)C=CC(=C1)C=O (4-(2-cyano-4-formylphenoxy)picolinonitrile). RXN SMILES: Cl[C:2]1[CH:7]=[C:6]([O:8][C:9]2[CH:16]=[CH:15][C:14]([CH:17]=[O:18])=[CH:13][C:10]=2[C:11]#[N:12])[CH:5]=[CH:4][N:3]=1.[C:19]([Zn]C#N)#[N:20]>CN(C)C(=O)C.C1C=CC([P]([Pd]([P](C2C=CC=CC=2)(C2C=CC=CC=2)C2C=CC=CC=2)([P](C2C=CC=CC=2)(C2C=CC=CC=2)C2C=CC=CC=2)[P](C2C=CC=CC=2)(C2C=CC=CC=2)C2C=CC=CC=2)(C2C=CC=CC=2)C2C=CC=CC=2)=CC=1>[C:11]([C:10]1[CH:13]=[C:14]([CH:17]=[O:18])[CH:15]=[CH:16][C:9]=1[O:8][C:6]1[CH:5]=[CH:4][N:3]=[C:2]([C:19]#[N:20])[CH:7]=1)#[N:12] |^1:33,35,54,73|. Procedure: To a solution of 2-((2-chloropyridin-4-yl)oxy)-5-formylbenzonitrile (400 mg, 1.55 mmol) and dicyanozinc (182 mg, 1.55 mmol) in N,N-dimethylacetamide (DMA) (4 mL) was added tetrakis(triphenylphosphine)palladium(0) (179 mg, 0.155 mmol). The reaction mixture was sealed in a microwave vial and irradiated with a microwave using initial normal to 100° C. for 1 h and filtered.